describe an organic reaction: reactants, conditions, products, and yield From a dataset of the Open Reaction Database (ORD), a public repository of structured organic reaction records. Starting materials: COC1=C(C(=[N+](C=C1)C=1NC2=C(N1)C=CC(=C2)C(F)(F)F)CSCC(C)(C)OCCOC)C (4-methoxy-2-[[[2-(2-methoxyethoxy)-2-methylpropyl]thio]methyl]-3-methyl-1-[5-(trifluoromethyl)-2-benzimidazolyl]pyridinium), CS(=O)(=O)O (methanesulfonic acid). Solvent: CO (methanol). Yields the product CS(=O)(=O)[O-].COC1=C(C(=[N+](C=C1)C=1NC2=C(N1)C=CC(=C2)C(F)(F)F)CSCC(C)(C)OCCOC)C (4-methoxy-2-[[[2-(2-methoxyethoxy)-2-methylpropyl]thio]methyl]-3-methyl-1-[5-(trifluoromethyl)-2-benzimidazolyl]-pyridinium methanesulfonate). As a reaction SMILES: [CH3:1][O:2][C:3]1[CH:8]=[CH:7][N+:6]([C:9]2[NH:10][C:11]3[CH:17]=[C:16]([C:18]([F:21])([F:20])[F:19])[CH:15]=[CH:14][C:12]=3[N:13]=2)=[C:5]([CH2:22][S:23][CH2:24][C:25]([O:28][CH2:29][CH2:30][O:31][CH3:32])([CH3:27])[CH3:26])[C:4]=1[CH3:33].[CH3:34][S:35]([OH:38])(=[O:37])=[O:36]>CO>[CH3:34][S:35]([O-:38])(=[O:37])=[O:36].[CH3:1][O:2][C:3]1[CH:8]=[CH:7][N+:6]([C:9]2[NH:10][C:11]3[CH:17]=[C:16]([C:18]([F:20])([F:19])[F:21])[CH:15]=[CH:14][C:12]=3[N:13]=2)=[C:5]([CH2:22][S:23][CH2:24][C:25]([O:28][CH2:29][CH2:30][O:31][CH3:32])([CH3:27])[CH3:26])[C:4]=1[CH3:33] |f:3.4|. Procedure details: 483.5 mg of intramolecularly deprotonized 4-methoxy-2-[[[2-(2-methoxyethoxy)-2-methylpropyl]thio]methyl]-3-methyl-1-[5-(trifluoromethyl)-2-benzimidazolyl]pyridinium cation were dissolved in 5 ml of methanol, whereupon 96 mg of methanesulfonic acid were added thereto, the solution was concentrated and the residue was dissolved several times in ethyl acetate and the solution was concentrated each time. The resinous residue was dried in a high vacuum, whereby 4-methoxy-2-[[[2-(2-methoxyethoxy)-2-me...